This data is from the Open Reaction Database (ORD), a public repository of structured organic reaction records. The task is: describe an organic reaction: reactants, conditions, products, and yield Starting materials: ClC1=C(C=CC(=C1)Cl)C1=C(C=NO1)C(=O)Cl (5-(2',4'-Dichlorophenyl)-4-isoxazolecarbonyl chloride), CO (methanol). Yields the product COC(=O)C=1C=NOC1C1=C(C=C(C=C1)Cl)Cl (methyl-5-(2',4'-dichlorophenyl)-4-isoxazolecarboxylate). Yield: 63.1%. Reaction SMILES: [Cl:1][C:2]1[CH:7]=[C:6]([Cl:8])[CH:5]=[CH:4][C:3]=1[C:9]1[O:13][N:12]=[CH:11][C:10]=1[C:14](Cl)=[O:15].[CH3:17][OH:18]>>[CH3:17][O:18][C:14]([C:10]1[CH:11]=[N:12][O:13][C:9]=1[C:3]1[CH:4]=[CH:5][C:6]([Cl:8])=[CH:7][C:2]=1[Cl:1])=[O:15]. Procedure details: 5-(2',4'-Dichlorophenyl)-4-isoxazolecarbonyl chloride (2.0 g.; 0.007 mol.) was covered with methanol and the solution was heated on a steam cone for 2 hours. The excess methanol was then removed under reduced pressure and the resulting residue was dissolved in hot pentane. The product crystallized from the pentane solution to yield methyl-5-(2',4'-dichlorophenyl)-4-isoxazolecarboxylate (1.2 g.; 63.1% yield) having a melting point of 83°-84° C. and the following analysis: Starting materials: CC1(C(=O)O)CCN(C(=O)c2ccccc2)CC1, Cl. Product: CC1(C(=O)O)CCNCC1. Reaction SMILES: [C:1](=[O:2])([c:3]1[cH:4][cH:5][cH:6][cH:7][cH:8]1)[N:9]1[CH2:10][CH2:11][C:12]([C:13](=[O:14])[OH:15])([CH3:18])[CH2:16][CH2:17]1.[ClH:19]>>[NH:9]1[CH2:10][CH2:11][C:12]([C:13](=[O:14])[OH:15])([CH3:18])[CH2:16][CH2:17]1.